Dataset: the Open Reaction Database (ORD), a public repository of structured organic reaction records. Task: describe an organic reaction: reactants, conditions, products, and yield Reactants: CC(CCC=1C=CC(=CC1)O)NCCC=2C=CC(=C(C2)O)O (dobutamine), CC(CCC=1C=CC(=CC1)O)NCCC=2C=CC(=C(C2)O)O.Cl (dobutamine hydrochloride), C(=O)([O-])C(O)C(O)C(=O)[O-] ((+)-tartrate), OS(=O)[O-].[Na+] (NaHSO3), C(C(O)C(O)C(=O)O)(=O)O ((+)-tartaric acid), OS(=O)[O-].[Na+] (NaHSO3), CC(CCC=1C=CC(=CC1)O)NCCC=2C=CC(=C(C2)O)O (dobutamine), CC(CCC=1C=CC(=CC1)O)NCCC=2C=CC(=C(C2)O)O (dobutamine), OCC(N)(CO)CO (tris(hydroxymethyl)methylamine), [OH-].[Na+] (sodium hydroxide). Solvent: O (water), O (water). Product: CC(CCC1=CC=C(C=C1)O)NCCC2=CC(=C(C=C2)O)O.[C@H]([C@@H](C(=O)O)O)(C(=O)O)O (Dobutamine Tartrate). Reaction SMILES: [CH3:1][CH:2]([NH:12][CH2:13][CH2:14][C:15]1[CH:16]=[CH:17][C:18]([OH:22])=[C:19]([OH:21])[CH:20]=1)[CH2:3][CH2:4][C:5]1[CH:6]=[CH:7][C:8]([OH:11])=[CH:9][CH:10]=1.OCC(CO)(CO)N.[OH-].[Na+].OS([O-])=O.[Na+].CC(NCCC1C=CC(O)=C(O)C=1)CCC1C=CC(O)=CC=1.Cl.[C:61]([OH:70])(=[O:69])[CH:62]([CH:64]([C:66]([OH:68])=[O:67])[OH:65])[OH:63].C(C(C(C([O-])=O)O)O)([O-])=O>O>[CH3:1][CH:2]([NH:12][CH2:13][CH2:14][C:15]1[CH:16]=[CH:17][C:18]([OH:22])=[C:19]([OH:21])[CH:20]=1)[CH2:3][CH2:4][C:5]1[CH:10]=[CH:9][C:8]([OH:11])=[CH:7][CH:6]=1.[C@@H:62]([OH:63])([C:61]([OH:70])=[O:69])[C@H:64]([OH:65])[C:66]([OH:68])=[O:67] |f:2.3,4.5,6.7,11.12|. Procedure details: A preferred method of preparing dobutamine free base involves the use of tris(hydroxymethyl)methylamine in place of aqueous sodium hydroxide. A typical preparation using this procedure is carried out as follows: 500 ml of deoxygenated water for injection (WFI) are placed in a 2 1 3-neck round-bottom flask equipped with N2 inlet, dropping funnel, stirring means and a probe leading to a pH meter. A nitrogen sweep is maintained throughout the operation. 50 mg of NaHSO3 are added and the mixture sti...